From a dataset of the Open Reaction Database (ORD), a public repository of structured organic reaction records. describe an organic reaction: reactants, conditions, products, and yield Starting materials: CC=1N=C(SC1C(=O)O)N1C=NN(C1=O)CC1=CC=C(C=C1)C(F)(F)F (4-methyl-2-(5-oxo-1-(4-(trifluoromethyl)benzyl)-1H-1,2,4-triazol-4(5H)-yl)thiazole-5-carboxylic acid), S1C=NC=C1C(=O)O (thiazole-5-carboxylic acid), N1=CC(=CC=C1)CN (pyridin-3-ylmethanamine). The product is CC=1N=C(SC1C(=O)NCC=1C=NC=CC1)N1C=NN(C1=O)CC=1OC(=CC1)C(F)(F)F (4-methyl-2-(5-oxo-1-((5-(trifluoromethyl)furan-2-yl)methyl)-1H-1,2,4-triazol-4(5H)-yl)-N-(pyridin-3-ylmethyl)thiazole-5-carboxamide). The yield is 57.0%. Reaction SMILES: [CH3:1][C:2]1[N:3]=[C:4]([N:10]2[C:14](=[O:15])[N:13]([CH2:16][C:17]3[CH:22]=[CH:21][C:20]([C:23]([F:26])([F:25])[F:24])=CC=3)[N:12]=[CH:11]2)[S:5][C:6]=1[C:7]([OH:9])=O.S1C(C(O)=[O:33])=CN=C1.[N:35]1[CH:40]=[CH:39][CH:38]=[C:37]([CH2:41][NH2:42])[CH:36]=1>>[CH3:1][C:2]1[N:3]=[C:4]([N:10]2[C:14](=[O:15])[N:13]([CH2:16][C:17]3[O:33][C:20]([C:23]([F:26])([F:25])[F:24])=[CH:21][CH:22]=3)[N:12]=[CH:11]2)[S:5][C:6]=1[C:7]([NH:42][CH2:41][C:37]1[CH:36]=[N:35][CH:40]=[CH:39][CH:38]=1)=[O:9]. Procedure: Following the procedure as described in Example 21, making variations as required to replace 4-methyl-2-(5-oxo-1-(4-(trifluoromethyl)benzyl)-1H-1,2,4-triazol-4(5H)-yl)thiazole-5-carboxylic acid with 4-methyl-2-(5-oxo-14(5-(trifluoromethyl)furan-2-yl)methyl)-1H-1,2,4-triazol-4(5H)-yl)thiazole-5-carboxylic acid to react with pyridin-3-ylmethanamine, the title compound was obtained as a white solid in 57% yield: mp 124-125° C. (ethyl acetate/hexane); 1H NMR (300 MHz, CDCl3) δ 8.63 (s, 2H), 8.28 (s,...